This data is from the Open Reaction Database (ORD), a public repository of structured organic reaction records. The task is: describe an organic reaction: reactants, conditions, products, and yield The reactants are CCO, Cl, O=C(CC(F)(F)F)Nc1ccc(SC(=O)CC(F)(F)F)cc1, O. The product is O=C(CC(F)(F)F)Nc1ccc(S)cc1. As a reaction SMILES: [CH3:23][CH2:24][OH:25].[ClH:26].[F:1][C:2]([F:3])([F:4])[CH2:20][C:21]([S:5][c:6]1[cH:7][cH:8][c:9]([NH:12][C:13]([CH2:14][C:15]([F:16])([F:17])[F:18])=[O:19])[cH:10][cH:11]1)=[O:22].[OH2:27]>>[SH:5][c:6]1[cH:7][cH:8][c:9]([NH:12][C:13]([CH2:14][C:15]([F:16])([F:17])[F:18])=[O:19])[cH:10][cH:11]1. Reaction SMILES: [B:38]([Br:39])([Br:40])[Br:41].[ClH:37].[F:1][c:2]1[c:3](-[c:9]2[c:10]([O:21][c:22]3[cH:23][cH:24][c:25]([O:26][CH2:27][CH2:28][N:29]4[CH2:30][CH2:31][CH2:32][CH2:33][CH2:34]4)[cH:35][cH:36]3)[c:11]3[cH:12][cH:13][c:14]([O:19][CH3:20])[cH:15][c:16]3[cH:17][cH:18]2)[cH:4][cH:5][cH:6][c:7]1[F:8]>>[ClH:37].[F:1][c:2]1[c:3](-[c:9]2[c:10]([O:21][c:22]3[cH:23][cH:24][c:25]([O:26][CH2:27][CH2:28][N:29]4[CH2:30][CH2:31][CH2:32][CH2:33][CH2:34]4)[cH:35][cH:36]3)[c:11]3[cH:12][cH:13][c:14]([OH:19])[cH:15][c:16]3[cH:17][cH:18]2)[cH:4][cH:5][cH:6][c:7]1[F:8]. The product is Cl, Oc1ccc2c(Oc3ccc(OCCN4CCCCC4)cc3)c(-c3cccc(F)c3F)ccc2c1. Starting materials: BrB(Br)Br, Cl, COc1ccc2c(Oc3ccc(OCCN4CCCCC4)cc3)c(-c3cccc(F)c3F)ccc2c1. Starting materials: N(=[N+]=[N-])C1=NC2=C(N1[C@H]1[C@H](OC(C)=O)[C@H](OC(C)=O)[C@H](O1)COC(C)=O)C=CC=C2 (2-Azido-1-(2,3,5-tri-O-acetyl-β-D-ribofuranosyl)-1H-benzimidazole). The reagents and catalysts are [C].[Pd] (palladium-carbon). Run in CO (methanol). Reaction conditions: time 1 hour. Yields the product NC1=NC2=C(N1[C@H]1[C@H](OC(C)=O)[C@H](OC(C)=O)[C@H](O1)COC(C)=O)C=CC=C2 (2-Amino-1-(2,3,5-tri-O-acetyl-β-D-ribofuranosyl)-1H-benzimidazole). The yield is 103.4%. Reaction SMILES: [N:1]([C:4]1[N:8]([C@@H:9]2[O:21][C@H:20]([CH2:22][O:23][C:24](=[O:26])[CH3:25])[C@@H:15]([O:16][C:17](=[O:19])[CH3:18])[C@H:10]2[O:11][C:12](=[O:14])[CH3:13])[C:7]2[CH:27]=[CH:28][CH:29]=[CH:30][C:6]=2[N:5]=1)=[N+]=[N-]>CO.[C].[Pd]>[NH2:1][C:4]1[N:8]([C@@H:9]2[O:21][C@H:20]([CH2:22][O:23][C:24](=[O:26])[CH3:25])[C@@H:15]([O:16][C:17](=[O:19])[CH3:18])[C@H:10]2[O:11][C:12](=[O:14])[CH3:13])[C:7]2[CH:27]=[CH:28][CH:29]=[CH:30][C:6]=2[N:5]=1 |f:2.3|. Procedure details: 2-Azido-1-(2,3,5-tri-O-acetyl-β-D-ribofuranosyl)-1H-benzimidazole (100 mg) was dissolved in methanol (2 mL). To the solution was added a catalytic amount of 10% palladium-carbon powder, and the mixture was stirred at room temperature under a hydrogen atmosphere for 1 hour. The insoluble material was removed by filtration, and the solvent of filtrate was removed under reduced pressure to give the title compound (97 mg). Reactants: CN1C(=O)COc2c1ccc1c(=O)c(-c3ccc(C4(NC(=O)OC(C)(C)C)CCC4)cc3)c(-c3ccccc3)oc21, CCOCC, ClCCl, Cl. As a reaction SMILES: [CH3:1][N:2]1[c:3]2[c:4]([c:9]3[o:10][c:11](-[c:36]4[cH:37][cH:38][cH:39][cH:40][cH:41]4)[c:12](-[c:18]4[cH:19][cH:20][c:21]([C:24]5([NH:28][C:29](=[O:30])[O:31][C:32]([CH3:33])([CH3:34])[CH3:35])[CH2:25][CH2:26][CH2:27]5)[cH:22][cH:23]4)[c:13](=[O:17])[c:14]3[cH:15][cH:16]2)[O:5][CH2:6][C:7]1=[O:8].[CH3:46][CH2:47][O:48][CH2:49][CH3:50].[Cl:43][CH2:44][Cl:45].[ClH:42]>>[CH3:1][N:2]1[c:3]2[c:4]([c:9]3[o:10][c:11](-[c:36]4[cH:37][cH:38][cH:39][cH:40][cH:41]4)[c:12](-[c:18]4[cH:19][cH:20][c:21]([C:24]5([NH2:28])[CH2:25][CH2:26][CH2:27]5)[cH:22][cH:23]4)[c:13](=[O:17])[c:14]3[cH:15][cH:16]2)[O:5][CH2:6][C:7]1=[O:8].[ClH:42]. Yields the product CN1C(=O)COc2c1ccc1c(=O)c(-c3ccc(C4(N)CCC4)cc3)c(-c3ccccc3)oc21, Cl. The reactants are S1(NCCC1)(=O)=O (isothiazolidine 1,1-dioxide), BrC=1C=CC(=NC1)C(=O)N1CCN(CC1)C1=C(C=C(C=C1)C)C ((5-bromopyridin-2-yl) [4-(2,4-dimethylphenyl)piperazin-1-yl]methanone). Yields the product CC1=C(C=CC(=C1)C)N1CCN(CC1)C(=O)C1=NC=C(C=C1)N1S(CCC1)(=O)=O ([4-(2,4-dimethylphenyl)piperazin-1-yl][5-(1,1-dioxo-1λ6-isothiazolidin-2-yl)pyridin-2-yl]methanone). The yield is 37.8%. Reaction SMILES: [S:1]1(=[O:7])(=[O:6])[CH2:5][CH2:4][CH2:3][NH:2]1.Br[C:9]1[CH:10]=[CH:11][C:12]([C:15]([N:17]2[CH2:22][CH2:21][N:20]([C:23]3[CH:28]=[CH:27][C:26]([CH3:29])=[CH:25][C:24]=3[CH3:30])[CH2:19][CH2:18]2)=[O:16])=[N:13][CH:14]=1>>[CH3:30][C:24]1[CH:25]=[C:26]([CH3:29])[CH:27]=[CH:28][C:23]=1[N:20]1[CH2:19][CH2:18][N:17]([C:15]([C:12]2[CH:11]=[CH:10][C:9]([N:2]3[CH2:3][CH2:4][CH2:5][S:1]3(=[O:7])=[O:6])=[CH:14][N:13]=2)=[O:16])[CH2:22][CH2:21]1. Procedure details: Using isothiazolidine 1,1-dioxide (52 mg) and (5-bromopyridin-2-yl) [4-(2,4-dimethylphenyl)piperazin-1-yl]methanone (160 mg) described in Preparation Example 137 and by the reaction and treatment in the same manner as in Example 1, the title compound (67 mg) was obtained. Reactants: CCOC(=O)C (AcOEt), [Al+3].[Cl-].[Cl-].[Cl-] (AlCl3), C1(=CC=CC=C1)N(C)C (PhNMe2), C(C1=CC=CC=C1)OC[C@H](C1=NN=C(N1CC)OC1=CC=C(C=C1)F)NS(=O)(=O)C1=CC(=C(C=C1)Cl)Cl (N-[(S)-2-Benzyloxy-1-[4-ethyl-5-(4-fluorophenoxy)-4H-[1,2,4]triazol-3-yl]-ethyl]-3,4-dichlorobenzenesulfonamide). Solvent: C(Cl)Cl (CH2Cl2). Run at time 1 hour. Product: ClC=1C=C(C=CC1Cl)S(=O)(=O)N[C@H](CO)C1=NN=C(N1CC)OC1=CC=C(C=C1)F (3,4-Dichloro-N-[(S)-1-[4-ethyl-5-(4-fluorophenoxy)-4H-[1,2,4]triazol-3-yl]-2-hydroxyethyl]-benzenesulfonamide). The yield is 93.1%. As a reaction SMILES: [Al+3].[Cl-].[Cl-].[Cl-].C1(N(C)C)C=CC=CC=1.C([O:21][CH2:22][C@@H:23]([NH:39][S:40]([C:43]1[CH:48]=[CH:47][C:46]([Cl:49])=[C:45]([Cl:50])[CH:44]=1)(=[O:42])=[O:41])[C:24]1[N:28]([CH2:29][CH3:30])[C:27]([O:31][C:32]2[CH:37]=[CH:36][C:35]([F:38])=[CH:34][CH:33]=2)=[N:26][N:25]=1)C1C=CC=CC=1.CCOC(C)=O>C(Cl)Cl>[Cl:50][C:45]1[CH:44]=[C:43]([S:40]([NH:39][C@@H:23]([C:24]2[N:28]([CH2:29][CH3:30])[C:27]([O:31][C:32]3[CH:33]=[CH:34][C:35]([F:38])=[CH:36][CH:37]=3)=[N:26][N:25]=2)[CH2:22][OH:21])(=[O:41])=[O:42])[CH:48]=[CH:47][C:46]=1[Cl:49] |f:0.1.2.3|. Procedure: AlCl3 (49 mg) and PhNMe2 (148 mg) were added to a solution of the compound (69 mg) of Example 23 in CH2Cl2 (2.0 ml), and the mixture was stirred at room temperature for one hour. Then, AcOEt was added, and the mixture was washed with 1N hydrochloric acid and thereafter with saturated aqueous sodium chloride. The organic layer was dried (Na2SO4), filtered, and evaporated under reduced pressure to remove the solvent. Then, the resulting crude product was purified by column chromatography (OH SiO2,... The reactants are C(C)(=O)NC1(C=2C=CC=CC2C=2NC(C=3N(C21)C=CN3)=O)CCC (10-acetamido-10-propyl-5H,10H-imidazo[1,2-a]indeno[1,2-e]pyrazin-4-one), Cl (hydrochloric acid). Solvent: C(C)O (ethanol). Run at time 2 hour. Yields the product Cl.NC1(C=2C=CC=CC2C=2NC(C=3N(C21)C=CN3)=O)CCC.Cl.Cl.NC3(C=2C=CC=CC2C=2NC(C=1N(C23)C=CN1)=O)CCC (10-amino-10-propyl-5H,10H-imidazo[1,2-a]indeno[1,2-e]pyrazin-4-one sesquihydrochloride). RXN SMILES: C([NH:4][C:5]1([CH2:22][CH2:23][CH3:24])[C:17]2[N:16]3[CH:18]=[CH:19][N:20]=[C:15]3[C:14](=[O:21])[NH:13][C:12]=2[C:11]2[CH:10]=[CH:9][CH:8]=[CH:7][C:6]1=2)(=O)C.[ClH:25]>C(O)C>[ClH:25].[NH2:4][C:5]1([CH2:22][CH2:23][CH3:24])[C:17]2[N:16]3[CH:18]=[CH:19][N:20]=[C:15]3[C:14](=[O:21])[NH:13][C:12]=2[C:11]2[CH:10]=[CH:9][CH:8]=[CH:7][C:6]1=2.[ClH:25].[ClH:25].[NH2:4][C:5]1([CH2:22][CH2:23][CH3:24])[C:17]2[N:16]3[CH:18]=[CH:19][N:20]=[C:15]3[C:14](=[O:21])[NH:13][C:12]=2[C:11]2[CH:10]=[CH:9][CH:8]=[CH:7][C:6]1=2 |f:3.4.5.6.7|. Procedure: 1.5 g of 10-acetamido-10-propyl-5H,10H-imidazo[1,2-a]indeno[1,2-e]pyrazin-4-one are dissolved in 80 ml of boiling 2N hydrochloric acid and the solution is stirred for 2 hours at boiling, cooled and concentrated to dryness under reduced pressure (15 mmHg; 2 kPa) at 60° C. The product obtained is suspended in 35 ml of ethanol and the insoluble product is isolated by filtration, washed twice with 20 ml in total of ethanol and dried under reduced pressure (1 mmHg; 0.13 kPa) at 100° C. 0.87 g of 10-a... The reactants are CC1(OC(C(O1)=CC(=O)N(C)CC1=C(C=C(C=C1)F)SC)=O)C (2-(2,2-Dimethyl-5-oxo-[1,3]dioxolan-4-ylidene)-N-(4-fluoro-2-methylsulfanyl-benzyl)-N-methyl-acetamide), C=O (paraformaldehyde), NCCCC(=O)O (4-amino-butyric acid). Yields the product FC1=CC(=C(CN(C(=O)C2=C(C(N(C2)CCCC(=O)O)=O)O)C)C=C1)SC (4-{4-[(4-Fluoro-2-methylsulfanyl-benzyl)-methyl-carbamoyl]-3-hydroxy-2-oxo-2,5-dihydro-pyrrol-1-yl}-butyric acid). Yield: 49.0%. RXN SMILES: CC1(C)[O:6][C:5](=[CH:7][C:8]([N:10]([CH2:12][C:13]2[CH:18]=[CH:17][C:16]([F:19])=[CH:15][C:14]=2[S:20][CH3:21])[CH3:11])=[O:9])[C:4](=[O:22])O1.[CH2:24]=O.[NH2:26][CH2:27][CH2:28][CH2:29][C:30]([OH:32])=[O:31]>>[F:19][C:16]1[CH:17]=[CH:18][C:13]([CH2:12][N:10]([CH3:11])[C:8]([C:7]2[CH2:24][N:26]([CH2:27][CH2:28][CH2:29][C:30]([OH:32])=[O:31])[C:4](=[O:22])[C:5]=2[OH:6])=[O:9])=[C:14]([S:20][CH3:21])[CH:15]=1. Reported procedure: 2-(2,2-Dimethyl-5-oxo-[1,3]dioxolan-4-ylidene)-N-(4-fluoro-2-methylsulfanyl-benzyl)-N-methyl-acetamide was reacted with paraformaldehyde and 4-amino-butyric acid as described in Method 44B to give the title compound as a white solid (0.05 g, 49% yield). 1HNMR (300 MHz, CDCl3) δ: 7.11 (1H, dd, J=8.42, 5.85 Hz), 6.91 (1H, dd, J=9.52, 2.57 Hz), 6.82 (1H, td, J=8.41, 2.56 Hz), 4.64 (2H, s), 4.15 (2H, s), 3.55 (2H, t, J=6.96 Hz), 2.98 (3H, s), 2.47 (3H, s), 2.38 (2H, t, J=6.95 Hz), 1.96–1.88 (2H, m). The reactants are FC(C=1C=C(C=C(C1)C(F)(F)F)I)(F)F (3,5-bistrifluoromethyliodobenzene), C(C#C)O (2-Propyn-1-ol). The reagents and catalysts are [Cu]I (copper (I) iodide), Cl[Pd]([P](C1=CC=CC=C1)(C2=CC=CC=C2)C3=CC=CC=C3)([P](C4=CC=CC=C4)(C5=CC=CC=C5)C6=CC=CC=C6)Cl (dichlorobis(triphenylphosphine)palladium). Solvent: C(C)NCC (diethylamine). Run at time 4 hour. Yields the product FC(C=1C=C(C=C(C1)C(F)(F)F)C#CCO)(F)F (1-(3,5-bistrifluoromethylphenyl)-prop-1-yn-3-ol). As a reaction SMILES: [F:1][C:2]([F:15])([F:14])[C:3]1[CH:4]=[C:5](I)[CH:6]=[C:7]([C:9]([F:12])([F:11])[F:10])[CH:8]=1.[CH2:16]([OH:19])[C:17]#[CH:18]>C(NCC)C.[Cu]I.Cl[Pd](Cl)([P](C1C=CC=CC=1)(C1C=CC=CC=1)C1C=CC=CC=1)[P](C1C=CC=CC=1)(C1C=CC=CC=1)C1C=CC=CC=1>[F:1][C:2]([F:15])([F:14])[C:3]1[CH:4]=[C:5]([C:18]#[C:17][CH2:16][OH:19])[CH:6]=[C:7]([C:9]([F:12])([F:11])[F:10])[CH:8]=1 |^1:29,48|. Procedure details: To a stirred solution of 3,5-bistrifluoromethyliodobenzene (which may be prepared as described by S. D. Ross et al, J. Amer. Chem. Soc. (1953), 75, 4967-4969; 340.1 g) in anhydrous diethylamine (665 ml), cooled to 10° C. and under an inert atmosphere, there were added successively copper (I) iodide (1.81 g) and dichlorobis(triphenylphosphine)palladium (3.51 g). 2-Propyn-1-ol (57.8 g) was then added dropwise over 20 minutes and the reaction mixture was then maintained, with stirring, at 25° to 30...